This data is from the Open Reaction Database (ORD), a public repository of structured organic reaction records. The task is: describe an organic reaction: reactants, conditions, products, and yield The reactants are N1CCOCC1 (morpholine), N([C@@H](CC1=CC=C(C=C1)OCC1=CC=CC=C1)C(=O)O)C(=O)OC(C)(C)C (Boc-L-Tyr(Bzl)-OH). Yields the product C(C1=CC=CC=C1)OC1=CC=C(C[C@H](NC(=O)OC(C)(C)C)C(=O)N2CCOCC2)C=C1 (N-(O-benzyl-Boc-L-tyrosyl)morpholine). As a reaction SMILES: [NH:1]1[CH2:6][CH2:5][O:4][CH2:3][CH2:2]1.[NH:7]([C:27]([O:29][C:30]([CH3:33])([CH3:32])[CH3:31])=[O:28])[C@H:8]([C:24](O)=[O:25])[CH2:9][C:10]1[CH:15]=[CH:14][C:13]([O:16][CH2:17][C:18]2[CH:23]=[CH:22][CH:21]=[CH:20][CH:19]=2)=[CH:12][CH:11]=1>>[CH2:17]([O:16][C:13]1[CH:14]=[CH:15][C:10]([CH2:9][C@@H:8]([C:24]([N:1]2[CH2:6][CH2:5][O:4][CH2:3][CH2:2]2)=[O:25])[NH:7][C:27]([O:29][C:30]([CH3:32])([CH3:33])[CH3:31])=[O:28])=[CH:11][CH:12]=1)[C:18]1[CH:19]=[CH:20][CH:21]=[CH:22][CH:23]=1. Procedure: In substantially the same manner as in Example 5, morpholine (1.41 ml) and Boc-L-Tyr(Bzl)-OH (6.00 g, manufactured by Peptide Institute, Inc.) were condensed to give N-(O-benzyl-Boc-L-tyrosyl)morpholine (8.10 g) as a white powder (yield quantitative). After Boc group elimination with TFA, the product was condensed with (2S,3S)-ethyl hydrogen trans-epoxysuccinate (2.76 g) as obtained in Reference Example 8 to yield the title compound (compound 58; 6.14 g) as a white powder (yield 81%). Reactants: 5, C1(=CC=CC=C1)C=1OC(=C2C=CC=CC12)C1=CC=CC=C1 (1,3-diphenylisobenzofuran), CO (MeOH), C(\C=C\C)=O ((E)-crotonaldehyde). The solvent is CN(C)C=O.O (DMF H2O), CCOCC (Et2O). Conditions: temperature 10 celsius, time 24 hour. Product: C1(=CC=CC=C1)[C@]12C=3C=CC=CC3[C@]([C@H]([C@@H]1C)C=O)(O2)C2=CC=CC=C2 ((1S, 8R, 9S, 10S)-1,8-Diphenyl-10-methyl-11-oxa-tricyclo[6.2.1.02,7]undeca-2(7),3,5-triene-9-carboxaldehyde). Yield: 75.0%. As a reaction SMILES: [C:1]1([C:7]2[O:8][C:9]([C:16]3[CH:21]=[CH:20][CH:19]=[CH:18][CH:17]=3)=[C:10]3[C:15]=2[CH:14]=[CH:13][CH:12]=[CH:11]3)[CH:6]=[CH:5][CH:4]=[CH:3][CH:2]=1.CO.[CH:24](=[O:28])/[CH:25]=[CH:26]/[CH3:27]>CN(C=O)C.O.CCOCC>[C:1]1([C@@:7]23[O:8][C@@:9]([C:16]4[CH:17]=[CH:18][CH:19]=[CH:20][CH:21]=4)([C@@H:25]([CH:24]=[O:28])[C@@H:26]2[CH3:27])[C:10]2[CH:11]=[CH:12][CH:13]=[CH:14][C:15]3=2)[CH:6]=[CH:5][CH:4]=[CH:3][CH:2]=1 |f:3.4|. Procedure details: To a 10° C. solution of 5(13 mg, 0.058 mmol), 1,3-diphenylisobenzofuran (162 mg, 0.60 mmol), and MeOH (12 μL, 0.30 mmol) in DMF/H2O (95/5 v/v, 1.0 M) was added (E)-crotonaldehyde (25 μL, 0.30 mmol). The solution was stirred at 10° C. for 24 h. The reaction mixture was then diluted with Et2O (10 mL) and washed with H2O (10 mL). The aqueous layer was extracted with Et2O (10 mL×2) and the combined organics were dried (Na2SO4), and concentrated. Purification by silica gel chromatography (7% EtOAc/he... The reactants are CC1=NC(=NO1)CN1C(N(C(C2=C1C=C(S2)C2=CC=CC=C2)=O)C2CCN(CC2)C(=O)OC(C)(C)C)=O (tert-butyl 4-{1-[(5-methyl-1,2,4-oxadiazol-3-yl)methyl]-2,4-dioxo-6-phenyl-1,4-dihydrothieno[3,2-d]pyrimidin-3(2H)-yl}piperidine-1-carboxylate), CC1=NC(=NO1)CN1C(N(C(C2=C1C=C(S2)C2=CC=CC=C2)=O)C2CCN(CC2)C(=O)OC(C)(C)C)=O (tert-butyl 4-{1-[(5-methyl-1,2,4-oxadiazol-3-yl)methyl]-2,4-dioxo-6-phenyl-1,4-dihydrothieno[3,2-d]pyrimidin-3(2H)-yl}piperidine-1-carboxylate), Cl (hydrogen chloride). Run in C(Cl)Cl (DCM), O1CCOCC1 (1,4-dioxane). Reaction conditions: time 1 day. The product is Cl.CC1=NC(=NO1)CN1C(N(C(C2=C1C=C(S2)C2=CC=CC=C2)=O)C2CCNCC2)=O (1-[(5-methyl-1,2,4-oxadiazol-3-yl)methyl]-6-phenyl-3-piperidin-4-ylthieno[3,2-d]pyrimidine-2,4(1H,3H)-dione hydrochloride). As a reaction SMILES: [CH3:1][C:2]1[O:6][N:5]=[C:4]([CH2:7][N:8]2[C:13]3[CH:14]=[C:15]([C:17]4[CH:22]=[CH:21][CH:20]=[CH:19][CH:18]=4)[S:16][C:12]=3[C:11](=[O:23])[N:10]([CH:24]3[CH2:29][CH2:28][N:27](C(OC(C)(C)C)=O)[CH2:26][CH2:25]3)[C:9]2=[O:37])[N:3]=1.[ClH:38]>C(Cl)Cl.O1CCOCC1>[ClH:38].[CH3:1][C:2]1[O:6][N:5]=[C:4]([CH2:7][N:8]2[C:13]3[CH:14]=[C:15]([C:17]4[CH:18]=[CH:19][CH:20]=[CH:21][CH:22]=4)[S:16][C:12]=3[C:11](=[O:23])[N:10]([CH:24]3[CH2:29][CH2:28][NH:27][CH2:26][CH2:25]3)[C:9]2=[O:37])[N:3]=1 |f:4.5|. Procedure: To a solution of tert-butyl 4-{1-[(5-methyl-1,2,4-oxadiazol-3-yl)methyl]-2,4-dioxo-6-phenyl-1,4-dihydrothieno[3,2-d]pyrimidin-3(2H)-yl}piperidine-1-carboxylate (2.86 g; compound B2) in DCM (100 ml) is added a solution of hydrogen chloride in 1,4-dioxane (10 ml, 4.0 M). The reaction mixture is stirred for 1 d at RT. The precipitate is filtered off, washed with diethyl ether and dried in vacuo to afford the title compound as a solid. Starting materials: NCc1cc(C(F)(F)F)ccc1Br, O=C([O-])[O-], CS(=O)(=O)O, COC(C)(C)C, C=C(Cl)Cl, O=Cc1cc(C(F)(F)F)cc(C(F)(F)F)c1, [K+], [K+], [Na+], [OH-]. The product is FC(F)(F)c1cc(CNCc2cc(C(F)(F)F)ccc2Br)cc(C(F)(F)F)c1. RXN SMILES: [Br:6][c:7]1[c:8]([CH2:9][NH2:10])[cH:11][c:12]([C:15]([F:16])([F:17])[F:18])[cH:13][cH:14]1.[C:41](=[O:42])([O-:43])[O-:44].[CH3:1][S:2]([OH:3])(=[O:4])=[O:5].[CH3:47][O:48][C:49]([CH3:50])([CH3:51])[CH3:52].[Cl:21][C:22](=[CH2:23])[Cl:24].[F:25][C:26]([c:27]1[cH:28][c:29]([CH:30]=[O:31])[cH:32][c:33]([C:35]([F:36])([F:37])[F:38])[cH:34]1)([F:39])[F:40].[K+:45].[K+:46].[Na+:20].[OH-:19]>>[Br:6][c:7]1[c:8]([CH2:9][NH:10][CH2:30][c:29]2[cH:28][c:27]([C:26]([F:25])([F:39])[F:40])[cH:34][c:33]([C:35]([F:36])([F:37])[F:38])[cH:32]2)[cH:11][c:12]([C:15]([F:16])([F:17])[F:18])[cH:13][cH:14]1.